This data is from the Open Reaction Database (ORD), a public repository of structured organic reaction records. The task is: describe an organic reaction: reactants, conditions, products, and yield Starting materials: ClC(=O)OCC1=CC=CC=C1 (Benzyl chloroformate), C(C1=CC=CC=C1)O[C@@H]1[C@H]2C(OC)O[C@@H]1CCN2 (methyl 3-O-benzyl-2,6-imino-2,5,6-trideoxy-D-lyxo-hexofuranoside), C(C1=CC=CC=C1)O[C@@H]1[C@H]2C(OC)O[C@@H]1CCN2 (Methyl 3-O-Benzyl-2,6-imino-2,5,6-trideoxy-D-lyxo-hexofuranoside), C([O-])(O)=O.[Na+] (sodium bicarbonate). Run in CCOCC (ether). The product is C(C1=CC=CC=C1)O[C@@H]1[C@H]2C(OC)O[C@@H]1CCN2C(=O)OCC2=CC=CC=C2 (methyl 3-O-Benzyl-N-benzyloxycarbonyl-2,6-imino-2,5,6-trideoxy-D-lyxo-hexofuranoside). As a reaction SMILES: Cl[C:2]([O:4][CH2:5][C:6]1[CH:11]=[CH:10][CH:9]=[CH:8][CH:7]=1)=[O:3].[CH2:12]([O:19][C@H:20]1[C@H:26]2[CH2:27][CH2:28][NH:29][C@@H:21]1[CH:22]([O:25]2)[O:23][CH3:24])[C:13]1[CH:18]=[CH:17][CH:16]=[CH:15][CH:14]=1.C(=O)(O)[O-].[Na+]>CCOCC>[CH2:12]([O:19][C@H:20]1[C@H:26]2[CH2:27][CH2:28][N:29]([C:2]([O:4][CH2:5][C:6]3[CH:11]=[CH:10][CH:9]=[CH:8][CH:7]=3)=[O:3])[C@@H:21]1[CH:22]([O:25]2)[O:23][CH3:24])[C:13]1[CH:14]=[CH:15][CH:16]=[CH:17][CH:18]=1 |f:2.3|. Procedure details: Benzyl chloroformate (1.30 ml, 9.17 mmol) was added to a solution of methyl 3-O-benzyl-2,6-imino-2,5,6-trideoxy-D-lyxo-hexofuranoside epimers (22αβ) (α:β 1:2) (1.52 g, 6.11 mmol), in a stirred 3:2 mixture of ether and saturated sodium bicarbonate (60 ml). After 18 hours the ether layer was removed and the aqueous phase extracted further with ether (3×50 ml). The combined ether extracts were dried, filtered and evaporated. Purification by flash chromatography afforded both the methyl 3-O-Benzyl-N... Reactants: C(Cl)(Cl)Cl (chloroform), NC1=C(C=C(C(=C1)OC(C)C)OC(C)C)N (1,2-diamino-4,5-di-isopropoxybenzene), N#CBr (cyanogen bromide), N (ammonia). The solvent is O (water), CO (methanol), O (water). Run at time 70 hour. Product: NC=1NC2=C(N1)C=C(C(=C2)OC(C)C)OC(C)C (2-amino-5,6-di-isopropoxybenzimidazole). RXN SMILES: [NH2:1][C:2]1[CH:7]=[C:6]([O:8][CH:9]([CH3:11])[CH3:10])[C:5]([O:12][CH:13]([CH3:15])[CH3:14])=[CH:4][C:3]=1[NH2:16].[N:17]#[C:18]Br.N.C(Cl)(Cl)Cl>CO.O>[NH2:17][C:18]1[NH:16][C:3]2[CH:4]=[C:5]([O:12][CH:13]([CH3:15])[CH3:14])[C:6]([O:8][CH:9]([CH3:11])[CH3:10])=[CH:7][C:2]=2[N:1]=1. Procedure details: A solution of 1,2-diamino-4,5-di-isopropoxybenzene (2.24 g.) in methanol (40 ml.) was added to a mixture of cyanogen bromide (1.6 g.) in water (40 ml.). The mixture was stirred at 20°-25° C. for 70 hours and then basified by addition of an excess of aqueous ammonia solution (density 0.88). The mixture was then separated by filtration and the filtrate evaporated. The residue which was obtained was mixed with water (50 ml.) and chloroform (50 ml.). The chloroform phase was separated, dried (MgSO4)... Reactants: CN, CN(C)C=O, CCO, O=C(CCl)Nc1ccc2[nH]c(=O)c3ccccc3c2c1. Product: CNCC(=O)Nc1ccc2[nH]c(=O)c3ccccc3c2c1. Reaction SMILES: [CH3:21][NH2:22].[CH3:23][N:24]([CH3:25])[CH:26]=[O:27].[CH3:28][CH2:29][OH:30].[Cl:1][CH2:2][C:3](=[O:4])[NH:5][c:6]1[cH:7][c:8]2[c:9]3[cH:10][cH:11][cH:12][cH:13][c:14]3[c:15](=[O:20])[nH:16][c:17]2[cH:18][cH:19]1>>[CH2:2]([C:3](=[O:4])[NH:5][c:6]1[cH:7][c:8]2[c:9]3[cH:10][cH:11][cH:12][cH:13][c:14]3[c:15](=[O:20])[nH:16][c:17]2[cH:18][cH:19]1)[NH:22][CH3:21]. Solvent: CC(=O)C (acetone). Reported procedure: A mixture of 2.7 g of 4[(8-acetyl-7-hydroxy-2-naphthalenyl)oxy]butanoic acid methyl ester, 9.6 ml of dibromopropane and 1.95 g of anhydrous potassium carbonate in 100 ml of anhydrous acetone was stirred at reflux for 17 hours. The mixture was filtered and the filtrate was concentrated in vacuo to an oil which was purified by open column chromatography (eluting with 2.5%-10% of ethylacetate/toluene) to yield 2.98 g (75%) of 4-[[8-Acetyl-7-(3-bromopropoxy)-2-naphthalenyl]oxy]butanoic acid methyl e... Yields the product COC(CCCOC1=CC2=C(C(=CC=C2C=C1)OCCCBr)C(C)=O)=O (4-[[8-Acetyl-7-(3-bromopropoxy)-2-naphthalenyl]oxy]butanoic acid methyl ester). Reactants: COC(CCCOC1=CC2=C(C(=CC=C2C=C1)O)C(C)=O)=O (4[(8-acetyl-7-hydroxy-2-naphthalenyl)oxy]butanoic acid methyl ester), BrC(C)(C)Br (dibromopropane), C([O-])([O-])=O.[K+].[K+] (potassium carbonate). Yield: 75.0%. As a reaction SMILES: [CH3:1][O:2][C:3](=[O:22])[CH2:4][CH2:5][CH2:6][O:7][C:8]1[CH:17]=[CH:16][C:15]2[C:10](=[C:11]([C:19](=[O:21])[CH3:20])[C:12]([OH:18])=[CH:13][CH:14]=2)[CH:9]=1.Br[C:24]([Br:27])([CH3:26])C.[C:28](=O)([O-])[O-].[K+].[K+]>CC(C)=O>[CH3:1][O:2][C:3](=[O:22])[CH2:4][CH2:5][CH2:6][O:7][C:8]1[CH:17]=[CH:16][C:15]2[C:10](=[C:11]([C:19](=[O:21])[CH3:20])[C:12]([O:18][CH2:28][CH2:26][CH2:24][Br:27])=[CH:13][CH:14]=2)[CH:9]=1 |f:2.3.4|.